From a dataset of the Open Reaction Database (ORD), a public repository of structured organic reaction records. describe an organic reaction: reactants, conditions, products, and yield Starting materials: C(C)(C)(C)NS(=O)(=O)C=1C(=CC=CC1)C1=CC(=C(C=C1)C1=NC=C(N=C1)N(S(=O)(=O)C)S(=O)(=O)C)F (N-(tert-butyl)-3′-fluoro-4′-(5-(N-(methylsulfonyl)methylsulfonamido)pyrazin-2-yl)-[1,1′-biphenyl]-2-sulfonamide), [OH-].[Na+] (NaOH). Solvent: CS(=O)C (DMSO). Reaction conditions: time 18.7 hour. The product is C(C)(C)(C)NS(=O)(=O)C=1C(=CC=CC1)C1=CC(=C(C=C1)C1=NC=C(N=C1)NS(=O)(=O)C)F (N-(tert-Butyl)-3′-fluoro-4′-(5-(methylsulfonamido)pyrazin-2-yl)-[1,1′-biphenyl]-2-sulfonamide). Isolated yield 86.0%. RXN SMILES: [C:1]([NH:5][S:6]([C:9]1[C:10]([C:15]2[CH:20]=[CH:19][C:18]([C:21]3[CH:26]=[N:25][C:24]([N:27](S(C)(=O)=O)[S:28]([CH3:31])(=[O:30])=[O:29])=[CH:23][N:22]=3)=[C:17]([F:36])[CH:16]=2)=[CH:11][CH:12]=[CH:13][CH:14]=1)(=[O:8])=[O:7])([CH3:4])([CH3:3])[CH3:2].[OH-].[Na+]>CS(C)=O>[C:1]([NH:5][S:6]([C:9]1[C:10]([C:15]2[CH:20]=[CH:19][C:18]([C:21]3[CH:26]=[N:25][C:24]([NH:27][S:28]([CH3:31])(=[O:30])=[O:29])=[CH:23][N:22]=3)=[C:17]([F:36])[CH:16]=2)=[CH:11][CH:12]=[CH:13][CH:14]=1)(=[O:7])=[O:8])([CH3:4])([CH3:3])[CH3:2] |f:1.2|. Reported procedure: To a 20 mL vial containing N-(tert-butyl)-3′-fluoro-4′-(5-(N-(methylsulfonyl)methylsulfonamido)pyrazin-2-yl)-[1,1′-biphenyl]-2-sulfonamide (38 mg, 0.068 mmol) were added a stir-bar and DMSO (1 mL). The mixture was sonicated until homogeneous, and then treated with NaOH (0.23 mL, 0.23 mmol, 1.0 N). The mixture was stirred at rt for 18.7 h before passing it through a syringe filter and subjecting it to HPLC purification thus yielding the title compound (28 mg, 86%). MS (ESI): mass calcd. for C21H2... The reactants are FC=1C=C2C(=CNC2=CC1)C=CC=1C=NC=CC1 (5-fluoro-3-(2-pyridin-3-yl-vinyl)-1H-indole). The reagents and catalysts are [Pd] (Pd/C). The solvent is CO (MeOH). Reaction conditions: time 18 hour. Product: FC=1C=C2C(=CNC2=CC1)CCC=1C=NC=CC1 (5-fluoro-3-(2-pyridin-3-yl-ethyl)-1H-indole). The yield is 49.9%. As a reaction SMILES: [F:1][C:2]1[CH:3]=[C:4]2[C:8](=[CH:9][CH:10]=1)[NH:7][CH:6]=[C:5]2[CH:11]=[CH:12][C:13]1[CH:14]=[N:15][CH:16]=[CH:17][CH:18]=1>CO.[Pd]>[F:1][C:2]1[CH:3]=[C:4]2[C:8](=[CH:9][CH:10]=1)[NH:7][CH:6]=[C:5]2[CH2:11][CH2:12][C:13]1[CH:14]=[N:15][CH:16]=[CH:17][CH:18]=1. Procedure details: A solution of 5-fluoro-3-(2-pyridin-3-yl-vinyl)-1H-indole (3 mmol) in MeOH (10 mL) is treated with Pd/C (200 mg) and shaken in a Parr apparatus under 40 atm of H2 for 18 h. The mixture is filtered through Celite and the filtrate is concentrated in vacuo. The residue is purified by silica gel chromatography eluting with 0%-10% MeOH in DCM to afford 5-fluoro-3-(2-pyridin-3-yl-ethyl)-1H-indole (360 mg, 50%, 2 steps). Reactants: CC(C)(O)CCSc1ccccc1, O=P12OP3(=O)OP(=O)(O1)OP(=O)(O2)O3, c1ccccc1. Product: CC1(C)CCSc2ccccc21. Reaction SMILES: [CH3:1][C:2]([CH3:3])([CH2:4][CH2:5][S:6][c:7]1[cH:8][cH:9][cH:10][cH:11][cH:12]1)[OH:13].[O:14]=[P:15]12[O:16][P:17]3(=[O:27])[O:18][P:19](=[O:25])([O:20][P:21](=[O:24])([O:22]3)[O:23]1)[O:26]2.[cH:28]1[cH:29][cH:30][cH:31][cH:32][cH:33]1>>[CH3:1][C:2]1([CH3:3])[CH2:4][CH2:5][S:6][c:7]2[cH:8][cH:9][cH:10][cH:11][c:12]21.